The task is: describe an organic reaction: reactants, conditions, products, and yield. This data is from the Open Reaction Database (ORD), a public repository of structured organic reaction records. The reagents and catalysts are [Pd] (palladium black). Run at time 48 hour. RXN SMILES: [NH:1]1[C:20](=[O:21])[C@H:7]([CH2:8][CH2:9][C:10](=[O:19])[O:11]CC2C=CC=CC=2)[NH:6][C:4](=[O:5])[C@@H:2]1[CH3:3]>C(O)C(F)(F)F.[Pd]>[NH:1]1[C:20](=[O:21])[C@H:7]([CH2:8][CH2:9][C:10](=[O:11])[OH:19])[NH:6][C:4](=[O:5])[C@@H:2]1[CH3:3]. Reported procedure: Cyclo-L-Ala-L-Glu(OBzl) (14.5 g, 0.05 mol) was dissolved in 200 ml of trifluorethanol and then 1.5 g of palladium black was added. Hydrogen was bubbled through the suspension and the mixture was stirred for 48 hours. The completion of the reaction was monitored by TLC. After the reaction was complete, the catalyst was filtered off and the solvent was evaporated in vacuum. The residual peptide was dissolved in 200 ml of distilled water and the impurities were extracted with 3×100 ml of EtOAc. The... The product is N1[C@@H](C)C(=O)N[C@@H](CCC(O)=O)C1=O (cyclo-L-Ala-L-Glu(OH)). The solvent is C(C(F)(F)F)O (trifluorethanol). Reactants: N1[C@@H](C)C(=O)N[C@@H](CCC(OCC2=CC=CC=C2)=O)C1=O (Cyclo-L-Ala-L-Glu(OBzl)).